The task is: describe an organic reaction: reactants, conditions, products, and yield. This data is from the Open Reaction Database (ORD), a public repository of structured organic reaction records. The reactants are NC1=CC=C(C(=O)O)C=C1 (p-aminobenzoic acid), 1.38, C([O-])([O-])=O.[Na+].[Na+] (sodium carbonate), [Al] (aluminium), N,N'-disuccinimidyl-carbonate, N1=CC=CC=C1 (pyridine), trans-cinnamol. The solvent is O (water), [Cl-].[Na+].O (brine), C1CCOC1 (THF), O1CCOCC1 (dioxane), C(C)#N (acetonitrile). Run at temperature 20 celsius, time 30 hour. Product: C1(=CC=CC=C1)/C=C/CNC(=O)C1=CC=C(C(=O)O)C=C1 ((E)-4-[(3-phenyl-prop-2-enyl)-carbamoyl]benzoic acid). Isolated yield 18.0%. RXN SMILES: [N:1]1[CH:6]=[CH:5][CH:4]=[CH:3][CH:2]=1.[Al].N[C:9]1[CH:17]=[CH:16][C:12]([C:13]([OH:15])=[O:14])=[CH:11][CH:10]=1.[C:18](=[O:21])([O-])[O-].[Na+].[Na+]>C(#N)C.O1CCOCC1.O.[Cl-].[Na+].O.C1COCC1>[C:3]1(/[CH:4]=[CH:5]/[CH2:6][NH:1][C:18]([C:9]2[CH:17]=[CH:16][C:12]([C:13]([OH:15])=[O:14])=[CH:11][CH:10]=2)=[O:21])[CH:5]=[CH:4][CH:3]=[CH:2][CH:2]=1 |f:3.4.5,9.10.11|. Procedure details: 1.75 g (13 mmoles) of trans-cinnamol were dissolved in 130 ml of acetonitrile under argon atmosphere, then 5 g (19 mmoles) of N,N'-disuccinimidyl-carbonate were added heating until complete dissolution, then the mixture was cooled at 20° C. and added with pyridine (0.65 ml, 1 g, 12 mmoles). The reaction mixture was covered with aluminium and stirred at room temperature for 30 hours. The solvent was evaporated off in the cold, the residue was taken up into ethyl acetate and washed repeatedly with...